From a dataset of the Open Reaction Database (ORD), a public repository of structured organic reaction records. describe an organic reaction: reactants, conditions, products, and yield Reactants: solid, Cl.Cl.O1CCC2=C1C=CC=C2C2CCN(CC2)CC[C@@H]2CC[C@H](CC2)N (trans-4-{2-[4-(2,3-dihydro-benzofuran-4-yl)-piperidin-1-yl]-ethyl}-cyclohexylamine dihydrochloride), Cl.Cl.O1CCC2=C1C=CC=C2C2CCN(CC2)CC[C@@H]2CC[C@H](CC2)N (trans-4-{2-[4-(2,3-dihydro-benzofuran-4-yl)-piperidin-1-yl]-ethyl}-cyclohexylamine dihydrochloride), N1=CC=C(C2=CC=CC=C12)C(=O)O (quinoline-4-carboxylic acid). Yields the product O1CCC2=C1C=CC=C2C2CCN(CC2)CC[C@@H]2CC[C@H](CC2)NC(=O)C2=CC=NC1=CC=CC=C21 (Quinoline-4-carboxylic acid trans-(4-{2-[4-(2,3-dihydro-benzofuran-4-yl)-piperidin-1-yl]-ethyl}-cyclohexyl)-amide). RXN SMILES: Cl.Cl.[O:3]1[C:7]2[CH:8]=[CH:9][CH:10]=[C:11]([CH:12]3[CH2:17][CH2:16][N:15]([CH2:18][CH2:19][C@H:20]4[CH2:25][CH2:24][C@H:23]([NH2:26])[CH2:22][CH2:21]4)[CH2:14][CH2:13]3)[C:6]=2[CH2:5][CH2:4]1.[N:27]1[C:36]2[C:31](=[CH:32][CH:33]=[CH:34][CH:35]=2)[C:30]([C:37](O)=[O:38])=[CH:29][CH:28]=1>>[O:3]1[C:7]2[CH:8]=[CH:9][CH:10]=[C:11]([CH:12]3[CH2:17][CH2:16][N:15]([CH2:18][CH2:19][C@H:20]4[CH2:21][CH2:22][C@H:23]([NH:26][C:37]([C:30]5[C:31]6[C:36](=[CH:35][CH:34]=[CH:33][CH:32]=6)[N:27]=[CH:28][CH:29]=5)=[O:38])[CH2:24][CH2:25]4)[CH2:14][CH2:13]3)[C:6]=2[CH2:5][CH2:4]1 |f:0.1.2|. Procedure: The title compound, light brown solid (98 mg, 82%), MS (ISP) m/z=484.5 [(M+H)+], mp 211° C., was prepared in accordance with the general method of example 1 from trans-4-{2-[4-(2,3-dihydro-benzofuran-4-yl)-piperidin-1-yl]-ethyl}-cyclohexylamine dihydrochloride (intermediate B) (100 mg, 0.25 mmol) and quinoline-4-carboxylic acid. Reactants: COC(=O)CC1(Cn2c(=O)c3ccccc3n(Cc3cn(C)c4cccc(C)c34)c2=O)CCCCC1, C1COCCO1, O. Product: Cc1cccc2c1c(Cn1c(=O)n(CC3(CC(=O)O)CCCCC3)c(=O)c3ccccc31)cn2C. As a reaction SMILES: [CH3:1][O:2][C:3]([CH2:4][C:5]1([CH2:11][n:12]2[c:13](=[O:35])[n:14]([CH2:23][c:24]3[cH:25][n:26]([CH3:34])[c:27]4[cH:28][cH:29][cH:30][c:31]([CH3:33])[c:32]34)[c:15]3[cH:16][cH:17][cH:18][cH:19][c:20]3[c:21]2=[O:22])[CH2:6][CH2:7][CH2:8][CH2:9][CH2:10]1)=[O:36].[O:37]1[CH2:38][CH2:39][O:40][CH2:41][CH2:42]1.[OH2:43]>>[O:2]=[C:3]([CH2:4][C:5]1([CH2:11][n:12]2[c:13](=[O:35])[n:14]([CH2:23][c:24]3[cH:25][n:26]([CH3:34])[c:27]4[cH:28][cH:29][cH:30][c:31]([CH3:33])[c:32]34)[c:15]3[cH:16][cH:17][cH:18][cH:19][c:20]3[c:21]2=[O:22])[CH2:6][CH2:7][CH2:8][CH2:9][CH2:10]1)[OH:36]. Reactants: CCN=C=NCCCN(C)C, CN(C)c1ccncc1, NS(=O)(=O)c1cc(Cl)c(Cl)s1, ClCCl, Cl, Cc1c[nH]c2c(C=CC(=O)O)cc(F)cc12. The product is Cc1c[nH]c2c(C=CC(=O)NS(=O)(=O)c3cc(Cl)c(Cl)s3)cc(F)cc12. As a reaction SMILES: [CH3:28][CH2:29][N:30]=[C:31]=[N:32][CH2:33][CH2:34][CH2:35][N:36]([CH3:37])[CH3:38].[CH3:39][N:40]([CH3:41])[c:42]1[cH:43][cH:44][n:45][cH:46][cH:47]1.[Cl:17][c:18]1[cH:19][c:20]([S:24](=[O:25])(=[O:26])[NH2:27])[s:21][c:22]1[Cl:23].[Cl:48][CH2:49][Cl:50].[ClH:51].[F:1][c:2]1[cH:3][c:4]2[c:5]([CH3:16])[cH:6][nH:7][c:8]2[c:9]([CH:11]=[CH:12][C:13](=[O:14])[OH:15])[cH:10]1>>[F:1][c:2]1[cH:3][c:4]2[c:5]([CH3:16])[cH:6][nH:7][c:8]2[c:9]([CH:11]=[CH:12][C:13](=[O:15])[NH:27][S:24]([c:20]2[cH:19][c:18]([Cl:17])[c:22]([Cl:23])[s:21]2)(=[O:25])=[O:26])[cH:10]1. The reactants are COC(C(C)OC1=CC=CC2=C1N(C(CO2)=O)CC2=CC1=CC=CC=C1C=C2)=O (2-(4-Naphthalen-2-ylmethyl-3-oxo-3,4-dihydro-2H-benzo[1,4]oxazin-5-yloxy)-propionic acid methyl ester), BrCC1=CC2=CC=CC=C2C=C1 (2-(bromomethyl) naphthalene), C(=O)([O-])[O-].[K+].[K+] (K2CO3). The reagents and catalysts are O (water). The solvent is CN(C)C=O (DMF). The product is COC(C(C)OC1=CC=CC2=C1NC(CO2)=O)=O (2-(3-Oxo-3,4-dihydro-2H-benzo[1,4]oxazin-5-yloxy)-propionic acid methyl ester). Reaction SMILES: [CH3:1][O:2][C:3](=[O:29])[CH:4]([O:6][C:7]1[C:12]2[N:13](CC3C=CC4C(=CC=CC=4)C=3)[C:14](=[O:17])[CH2:15][O:16][C:11]=2[CH:10]=[CH:9][CH:8]=1)[CH3:5].BrCC1C=CC2C(=CC=CC=2)C=1.C([O-])([O-])=O.[K+].[K+]>CN(C=O)C.O>[CH3:1][O:2][C:3](=[O:29])[CH:4]([O:6][C:7]1[C:12]2[NH:13][C:14](=[O:17])[CH2:15][O:16][C:11]=2[CH:10]=[CH:9][CH:8]=1)[CH3:5] |f:2.3.4|. Procedure: Synthesis of 2-(4-Naphthalen-2-ylmethyl-3-oxo-3,4-dihydro-2H-benzo[1,4]oxazin-5-yloxy)-propionic acid methyl ester, I-67. A mixture of compound I-66 (350 mg, 1.5 mmol), 2-(bromomethyl) naphthalene (500 mg, 2.25 mmol), KI (374 mg, 2.25 mmol) and K2CO3 (310 mg, 2.25 mmol) in DMF (8 ml) and water (10 drops) was stirred at rt over night and then partitioned between dichloromethane and water. Water layer was extracted with dichloromethane (3×30 ml). The combined organic phase was washed with water (4... Reactants: Cc1nc(Cl)ccc1[N+](=O)[O-], [K+], [OH-], OCCS. The product is Cc1nc(SCCO)ccc1[N+](=O)[O-]. Reaction SMILES: [Cl:1][c:2]1[cH:3][cH:4][c:5]([N+:9](=[O:10])[O-:11])[c:6]([CH3:8])[n:7]1.[K+:17].[OH-:16].[SH:12][CH2:13][CH2:14][OH:15]>>[c:2]1([S:12][CH2:13][CH2:14][OH:15])[cH:3][cH:4][c:5]([N+:9](=[O:10])[O-:11])[c:6]([CH3:8])[n:7]1. Starting materials: Cl.C(C)N=C=NCCCN(C)C (1-ethyl-3-(3′-dimethylaminopropyl) carbodiimide HCl), N[C@H](CC1=CNC2=CC=CC=C12)C(=O)N1[C@@H](C(=O)O)CCC1.C(C(C)C)[N-]CC(C)C (DTrp-DPro diisobutylamide), N(C(C)(C)C(=O)O)C(=O)OC(C)(C)C (Boc-Aib). Run in C(Cl)Cl (CH2Cl2), C(Cl)Cl (CH2Cl2), C(Cl)Cl (CH2Cl2). Run at time 18 hour. Product: N(C(C)(C)C(=O)N[C@H](CC1=CNC2=CC=CC=C12)C(=O)N1[C@@H](C(=O)O)CCC1)C(=O)OC(C)(C)C.C(C(C)C)[N-]CC(C)C (Boc-Aib-DTrp-DPro diisobutylamide). As a reaction SMILES: [NH:1]([C:8]([O:10][C:11]([CH3:14])([CH3:13])[CH3:12])=[O:9])[C:2]([C:5]([OH:7])=O)([CH3:4])[CH3:3].Cl.C(N=C=NCCCN(C)C)C.[NH2:27][C@@H:28]([C:39]([N:41]1[CH2:48][CH2:47][CH2:46][C@@H:42]1[C:43]([OH:45])=[O:44])=[O:40])[CH2:29][C:30]1[C:38]2[C:33](=[CH:34][CH:35]=[CH:36][CH:37]=2)[NH:32][CH:31]=1.[CH2:49]([N-:53][CH2:54][CH:55]([CH3:57])[CH3:56])[CH:50]([CH3:52])[CH3:51]>C(Cl)Cl>[NH:1]([C:8]([O:10][C:11]([CH3:14])([CH3:13])[CH3:12])=[O:9])[C:2]([C:5]([NH:27][C@@H:28]([C:39]([N:41]1[CH2:48][CH2:47][CH2:46][C@@H:42]1[C:43]([OH:45])=[O:44])=[O:40])[CH2:29][C:30]1[C:38]2[C:33](=[CH:34][CH:35]=[CH:36][CH:37]=2)[NH:32][CH:31]=1)=[O:7])([CH3:3])[CH3:4].[CH2:49]([N-:53][CH2:54][CH:55]([CH3:57])[CH3:56])[CH:50]([CH3:52])[CH3:51] |f:1.2,3.4,6.7|. Reported procedure: In a 100 ml round bottom flask, 0.50 mmol of Boc-Aib (Aib=α-aminoisobutyric acid) was dissolved in 30 ml dry CH2Cl2 and then 0.51 mmol of 1-hydroxybenzotrizole was added while stirring under N2 atmosphere in an ice-bath, 0.55 mmol of 1-ethyl-3-(3′-dimethylaminopropyl) carbodiimide HCl was added in 20 ml dry CH2Cl2 at a fast drop rate and the reaction was stirred for 1 hour at 0° C. 0.51 mmol of (2) in 15 ml of CH2Cl2 was added dropwise and stirring was continued for a further 18 h at ambient tem... Starting materials: C(C)(C)(C)OC(=O)NC(CC1=CC=C(C=C1)C1=CC=C(C=C1)CCC(=O)O)C(N(C)C)=O (3-[4′-(2-tert-butoxycarbonylamino-2-dimethylcarbamoylethyl)-biphenyl-4-yl]-propionic acid), C(Cl)Cl (CH2Cl2). Reaction conditions: temperature 2.5 celsius, time 1 hour. Product: Cl.NC(CC1=CC=C(C=C1)C1=CC=C(C=C1)CCC(=O)O)C(N(C)C)=O (3-[4′-(2-amino-2-dimethylcarbamoylethyl)-biphenyl-4-yl]-propionic acid hydrochloride). The yield is 83.0%. Reaction SMILES: C(OC([NH:8][CH:9]([C:28](=[O:32])[N:29]([CH3:31])[CH3:30])[CH2:10][C:11]1[CH:16]=[CH:15][C:14]([C:17]2[CH:22]=[CH:21][C:20]([CH2:23][CH2:24][C:25]([OH:27])=[O:26])=[CH:19][CH:18]=2)=[CH:13][CH:12]=1)=O)(C)(C)C.C(Cl)[Cl:34]>>[ClH:34].[NH2:8][CH:9]([C:28](=[O:32])[N:29]([CH3:31])[CH3:30])[CH2:10][C:11]1[CH:12]=[CH:13][C:14]([C:17]2[CH:22]=[CH:21][C:20]([CH2:23][CH2:24][C:25]([OH:27])=[O:26])=[CH:19][CH:18]=2)=[CH:15][CH:16]=1 |f:2.3|. Reported procedure: The acid compound 46 (0.9 g) was dissolved in CH2Cl2 (25 mL) and cooled to 0-5° C. Hydrogen chloride gas was bubbled through this solution for 20 min. The bubbling was discontinued and the reaction mixture was stirred at room temperature for 1 h. The excess HCl was degassed and the CH2Cl2 was removed. The residual solid was triturated with EtOAc (2×25 mL), decanted, and dried to yield the desired compound 50 as a white amorphous solid (0.64 g, 83%). 1H NMR (DMSO-d6): 12.2 (br, 1H), 7.62 (d, J=8....